From a dataset of the Open Reaction Database (ORD), a public repository of structured organic reaction records. describe an organic reaction: reactants, conditions, products, and yield The reactants are C(C)(C)(C)C1=C(C(O)=CC(=C1)C(C)(C)C)O (3,5-ditertiarybutylcatechol), [N+](=O)([O-])C=1C=C(C(C#N)=CC1)C#N (4-nitrophthalonitrile), C([O-])([O-])=O.[K+].[K+] (potassium carbonate). The solvent is CS(=O)C (DMSO). Conditions: time 24 hour. Product: C(#N)C=1C=C(OC2=C(C(=CC(=C2)C(C)(C)C)C(C)(C)C)OC2=CC(=C(C=C2)C#N)C#N)C=CC1C#N (1,2-bis-(3,4-dicyanophenoxy)-3,5-ditertiarybutylbenzene). The yield is 86.4%. As a reaction SMILES: [N+]([C:4]1[CH:5]=[C:6]([C:12]#[N:13])[C:7](=[CH:10][CH:11]=1)[C:8]#[N:9])([O-])=O.[C:14]([C:18]1[CH:24]=[C:23]([C:25]([CH3:28])([CH3:27])[CH3:26])[CH:22]=[C:20]([OH:21])[C:19]=1O)([CH3:17])([CH3:16])[CH3:15].[C:30](=[O:33])([O-])[O-].[K+].[K+]>CS(C)=O>[C:12]([C:6]1[CH:5]=[C:4]([CH:11]=[CH:10][C:7]=1[C:8]#[N:9])[O:21][C:20]1[CH:19]=[C:18]([C:14]([CH3:17])([CH3:16])[CH3:15])[CH:24]=[C:23]([C:25]([CH3:28])([CH3:27])[CH3:26])[C:22]=1[O:33][C:30]1[CH:11]=[CH:10][C:7]([C:8]#[N:9])=[C:6]([C:12]#[N:13])[CH:5]=1)#[N:13] |f:2.3.4|. Procedure details: 3.60 g (0.02 moles plus 0.14 g excess) of 4-nitrophthalonitrile was dissolved in 50 ml anhydrous DMSO in a 100 ml three-necked flask fitted with a magnetic stirrer bar, nitrogen-gas inlet and thermometer. 2.22 g (0.01 moles) of 3,5-ditertiarybutylcatechol (supplied by Fluka) was added to the mixture followed by 5 g of anhydrous potassium carbonate. The mixture was stirred at room temperature for 24 hours and the mixture was precipitated into 400 ml water. The white solid product was washed three... Reactants: N#CCCCN1CCN(c2ccccc2F)CC1, CO, N. Yields the product NCCCCN1CCN(c2ccccc2F)CC1. As a reaction SMILES: [C:1](#[N:2])[CH2:3][CH2:4][CH2:5][N:6]1[CH2:7][CH2:8][N:9]([c:12]2[c:13]([F:18])[cH:14][cH:15][cH:16][cH:17]2)[CH2:10][CH2:11]1.[CH3:19][OH:20].[NH3:21]>>[CH2:1]([NH2:2])[CH2:3][CH2:4][CH2:5][N:6]1[CH2:7][CH2:8][N:9]([c:12]2[c:13]([F:18])[cH:14][cH:15][cH:16][cH:17]2)[CH2:10][CH2:11]1. Solvent: CC#N (MeCN). Product: FC(CCCCCOC1=CC=C(C=O)C=C1)(F)F (4-(6,6,6-Trifluorohexyloxy)benzaldehyde). Reactants: OC1=CC=C(C=O)C=C1 (4-hydroxybenzaldehyde), BrCCCCCC(F)(F)F (6-bromo-1,1,1-trifluorohexane), C(=O)([O-])[O-].[K+].[K+] (K2CO3). RXN SMILES: [OH:1][C:2]1[CH:9]=[CH:8][C:5]([CH:6]=[O:7])=[CH:4][CH:3]=1.Br[CH2:11][CH2:12][CH2:13][CH2:14][CH2:15][C:16]([F:19])([F:18])[F:17].C([O-])([O-])=O.[K+].[K+]>CC#N>[F:17][C:16]([F:19])([F:18])[CH2:15][CH2:14][CH2:13][CH2:12][CH2:11][O:1][C:2]1[CH:9]=[CH:8][C:5]([CH:6]=[O:7])=[CH:4][CH:3]=1 |f:2.3.4|. Procedure: To a suspension of 4-hydroxybenzaldehyde (488 mg, 4 mmol) and 6-bromo-1,1,1-trifluorohexane (657 mg, 3 mmol) in MeCN (10 mL) was added K2CO3 (829 mg, 6.00 mmol). The resulting mixture was reflux overnight. Insoluble material was filtered off and rinsed with MeCN. The combined filtrate was concentrated to afford a white solid. This white solid was partitioned between EtOAc and 1 N NaOH solution. The organic layer was separated, washed with sat'd NH4Cl, dried over MgSO4, filtered and concentrated ... Reactants: C1(=CC=CC=C1)C1=CC=C(C(=O)N2CC3=C(CC2)OC=C3)C=C1 (5-(4-phenylbenzoyl)-4,5,6,7-tetrahydrofuro[3,2-c]pyridine), CNC (dimethylamine), C=O (formaldehyde). The solvent is C(C)(=O)O (acetic acid). Conditions: temperature 100 celsius, time 30 minute. Product: CN(C)CC1=CC=2CN(CCC2O1)C(C1=CC=C(C=C1)C1=CC=CC=C1)=O (N,N-dimethyl-[5-(4-phenylbenzoyl)-4,5,6,7-tetrahydrofuro[3,2-c]pyridin-2-ylmethyl]amine). Reaction SMILES: [C:1]1([C:7]2[CH:23]=[CH:22][C:10]([C:11]([N:13]3[CH2:18][CH2:17][C:16]4[O:19][CH:20]=[CH:21][C:15]=4[CH2:14]3)=[O:12])=[CH:9][CH:8]=2)[CH:6]=[CH:5][CH:4]=[CH:3][CH:2]=1.[CH3:24][NH:25][CH3:26].[CH2:27]=O>C(O)(=O)C>[CH3:24][N:25]([CH2:27][C:20]1[O:19][C:16]2[CH2:17][CH2:18][N:13]([C:11](=[O:12])[C:10]3[CH:9]=[CH:8][C:7]([C:1]4[CH:2]=[CH:3][CH:4]=[CH:5][CH:6]=4)=[CH:23][CH:22]=3)[CH2:14][C:15]=2[CH:21]=1)[CH3:26]. Reported procedure: To a solution of 0.120 g (0.396 mmol) of 5-(4-phenylbenzoyl)-4,5,6,7-tetrahydrofuro[3,2-c]pyridine in 20 ml of acetic acid, 0.054 ml (0.59 mmol) of 50% aqueous dimethylamine and 0.048 ml (0.59 mmol) of 37% aqueous formaldehyde were added, followed by stirring at 100° C. for 30 minutes. After the solvent was distilled off under reduced pressure, the residual solution was alkalified with 5% aqueous sodium hydrogen carbonate, and extracted with dichloromethane 2 times. The combined organic layer wa... The reactants are IC1=NC(=NC=C1)SC (4-Iodo-2-methylsulfanyl-pyrimidine), C1(CCCCC1)P(C1=C(C=CC=C1)C1=CC=CC=C1)C1CCCCC1 (2-(dicyclohexylphosphino)biphenyl), FC1(OC2=C(O1)C=CC=C2B(O)O)F (2,2-difluoro-benzo[1,3]dioxole-4-boronic acid), C(=O)([O-])[O-].[Na+].[Na+] (Na2CO3). The reagents and catalysts are C=1C=CC(=CC1)[P](C=2C=CC=CC2)(C=3C=CC=CC3)[Pd]([P](C=4C=CC=CC4)(C=5C=CC=CC5)C=6C=CC=CC6)([P](C=7C=CC=CC7)(C=8C=CC=CC8)C=9C=CC=CC9)[P](C=1C=CC=CC1)(C=1C=CC=CC1)C=1C=CC=CC1 (Pd(PPh3)4). The solvent is COCCOC.O (DME water). Conditions: temperature 90 celsius, time 3 hour. Product: FC1(OC2=C(O1)C=CC=C2C2=NC(=NC=C2)SC)F (4-(2,2-Difluoro-benzo[1,3]dioxol-4-yl)-2-methylsulfanyl-pyrimidine). The yield is 64.5%. As a reaction SMILES: I[C:2]1[CH:7]=[CH:6][N:5]=[C:4]([S:8][CH3:9])[N:3]=1.[F:10][C:11]1([F:23])[O:15][C:14]2[CH:16]=[CH:17][CH:18]=[C:19](B(O)O)[C:13]=2[O:12]1.C([O-])([O-])=O.[Na+].[Na+].C1(P(C2CCCCC2)C2C=CC=CC=2C2C=CC=CC=2)CCCCC1>COCCOC.O.C1C=CC([P]([Pd]([P](C2C=CC=CC=2)(C2C=CC=CC=2)C2C=CC=CC=2)([P](C2C=CC=CC=2)(C2C=CC=CC=2)C2C=CC=CC=2)[P](C2C=CC=CC=2)(C2C=CC=CC=2)C2C=CC=CC=2)(C2C=CC=CC=2)C2C=CC=CC=2)=CC=1>[F:23][C:11]1([F:10])[O:12][C:13]2[CH:19]=[CH:18][CH:17]=[C:16]([C:2]3[CH:7]=[CH:6][N:5]=[C:4]([S:8][CH3:9])[N:3]=3)[C:14]=2[O:15]1 |f:2.3.4,6.7,^1:65,67,86,105|. Procedure: 4-Iodo-2-methylsulfanyl-pyrimidine (453 mg, 1.79 mmol), 2,2-difluoro-benzo[1,3]dioxole-4-boronic acid (727 mg, 3.59 mmol), Na2CO3 (380 mg, 3.59 mmol), 2-(dicyclohexylphosphino)biphenyl (125 mg, 0.36 mmol) were suspended in degassed DME-water solution (5-1, 6.5 ml). After bubbling N2 into the mixture for 20 minutes, Pd(PPh3)4 (413 mg, 0.36 mmol) was added and the mixture was stirred at 90° C. for 3 hours. The solvent was evaporated under vacuum and the crude was dissolved in DCM and washed with w...